describe an organic reaction: reactants, conditions, products, and yield From a dataset of the Open Reaction Database (ORD), a public repository of structured organic reaction records. The reactants are CCC(C(=O)[O-])C1CN=C(c2cc3cccc(N(C)S(=O)(=O)c4cccs4)c3[nH]2)S1, [K+], C1CCOC1, [OH-], O=C(O)CC(O)(CC(=O)O)C(=O)O. As a reaction SMILES: [CH2:1]([CH3:2])[CH:3]([C:4](=[O:5])[O-:6])[CH:7]1[CH2:8][N:9]=[C:10]([c:12]2[nH:13][c:14]3[c:15]([N:21]([S:22](=[O:23])(=[O:24])[c:25]4[s:26][cH:27][cH:28][cH:29]4)[CH3:30])[cH:16][cH:17][cH:18][c:19]3[cH:20]2)[S:11]1.[K+:32].[O:46]1[CH2:47][CH2:48][CH2:49][CH2:50]1.[OH-:31].[OH:33][C:34]([CH2:35][C:36]([C:37](=[O:38])[OH:39])([CH2:40][C:41](=[O:42])[OH:43])[OH:44])=[O:45]>>[CH2:3]([C:4](=[O:5])[OH:6])[CH:7]1[CH2:8][N:9]=[C:10]([c:12]2[nH:13][c:14]3[c:15]([N:21]([S:22](=[O:23])(=[O:24])[c:25]4[s:26][cH:27][cH:28][cH:29]4)[CH3:30])[cH:16][cH:17][cH:18][c:19]3[cH:20]2)[S:11]1. Product: CN(c1cccc2cc(C3=NCC(CC(=O)O)S3)[nH]c12)S(=O)(=O)c1cccs1. The reactants are Cl, O=C1NC(=O)c2cc([N+](=O)[O-])c(F)cc21, [Na+], [OH-], Cl[Sn]Cl. The product is Nc1cc2c(cc1F)C(=O)NC2=O. Reaction SMILES: [ClH:21].[F:1][c:2]1[cH:3][c:4]2[c:8]([cH:9][c:10]1[N+:11]([O-:12])=[O:13])[C:7](=[O:14])[NH:6][C:5]2=[O:15].[Na+:20].[OH-:19].[Sn:16]([Cl:17])[Cl:18]>>[F:1][c:2]1[cH:3][c:4]2[c:8]([cH:9][c:10]1[NH2:11])[C:7](=[O:14])[NH:6][C:5]2=[O:15]. Yields the product BrC=1C=C(C=C2/C(/C(NC12)=O)=C/C1=C(C=2C(N(CCC2N1)C[C@@H](CN1CCOCC1)O)=O)C)F ((R,Z)-2-(7-bromo-5-fluoro-2-oxo-1,2-dihydro-indol-3-ylidenemethyl)-5-(2-hydroxy-3-morpholin-4-yl-propyl)-3-methyl-1,5,6,7-tetrahydro-pyrrolo[3,2-c]pyridin-4-one). Starting materials: O[C@@H](CN1C(C2=C(CC1)NC(=C2C)C=O)=O)CN2CCOCC2 ((R)-5-(2-hydroxy-3-morpholin-4-yl-propyl)-3-methyl-4-oxo-4,5,6,7tetrahydro-1H-pyrrolo[3,2-c]pyridine-2-carbaldehyde), BrC=1C=C(C=C2CC(NC12)=O)F (7-bromo-5-fluoro-1,3-dihydro-indol-2-one). Reaction SMILES: [OH:1][C@H:2]([CH2:17][N:18]1[CH2:23][CH2:22][O:21][CH2:20][CH2:19]1)[CH2:3][N:4]1[CH2:9][CH2:8][C:7]2[NH:10][C:11]([CH:14]=O)=[C:12]([CH3:13])[C:6]=2[C:5]1=[O:16].[Br:24][C:25]1[CH:26]=[C:27]([F:35])[CH:28]=[C:29]2[C:33]=1[NH:32][C:31](=[O:34])[CH2:30]2>>[Br:24][C:25]1[CH:26]=[C:27]([F:35])[CH:28]=[C:29]2[C:33]=1[NH:32][C:31](=[O:34])/[C:30]/2=[CH:14]\[C:11]1[NH:10][C:7]2[CH2:8][CH2:9][N:4]([CH2:3][C@H:2]([OH:1])[CH2:17][N:18]3[CH2:23][CH2:22][O:21][CH2:20][CH2:19]3)[C:5](=[O:16])[C:6]=2[C:12]=1[CH3:13]. Procedure details: The title compound was prepared under the same conditions as described in step 6 of Example 1 with (R)-5-(2-hydroxy-3-morpholin-4-yl-propyl)-3-methyl-4-oxo-4,5,6,7-tetrahydro-1H-pyrrolo[3,2-c]pyridine-2-carbaldehyde 1f obtained from step 5 of Example 1 and 7-bromo-5-fluoro-1,3-dihydro-indol-2-one 12b as starting materials to give (R,Z)-2-(7-bromo-5-fluoro-2-oxo-1,2-dihydro-indol-3-ylidenemethyl)-5-(2-hydroxy-3-morpholin-4-yl-propyl)-3-methyl-1,5,6,7-tetrahydro-pyrrolo[3,2-c]pyridin-4-one 14 (20 ... The yield is 40.0%. The reactants are [BH4-], CCO, COc1ccc(Cc2nc3cc(Cl)cc(CC=O)c3o2)cc1OC1CCCC1, [Na+], O. Product: COc1ccc(Cc2nc3cc(Cl)cc(CCO)c3o2)cc1OC1CCCC1. As a reaction SMILES: [BH4-:1].[CH3:32][CH2:33][OH:34].[CH:3]1([O:8][c:9]2[cH:10][c:11]([CH2:12][c:13]3[o:14][c:15]4[c:16]([n:17]3)[cH:18][c:19]([Cl:25])[cH:20][c:21]4[CH2:22][CH:23]=[O:24])[cH:26][cH:27][c:28]2[O:29][CH3:30])[CH2:4][CH2:5][CH2:6][CH2:7]1.[Na+:2].[OH2:31]>>[CH:3]1([O:8][c:9]2[cH:10][c:11]([CH2:12][c:13]3[o:14][c:15]4[c:16]([n:17]3)[cH:18][c:19]([Cl:25])[cH:20][c:21]4[CH2:22][CH2:23][OH:24])[cH:26][cH:27][c:28]2[O:29][CH3:30])[CH2:4][CH2:5][CH2:6][CH2:7]1.